Dataset: the Open Reaction Database (ORD), a public repository of structured organic reaction records. Task: describe an organic reaction: reactants, conditions, products, and yield The reactants are OC=1C=CC=C2C=CC(NC12)=O (8-hydroxycarbostyril), ClCC(=O)Cl (chloroacetyl chloride), [Cl-].[Al+3].[Cl-].[Cl-] (aluminum chloride), [N+](=O)([O-])C1=CC=CC=C1 (nitrobenzene). Run in Cl (hydrochloric acid). Conditions: temperature 70 celsius, time 20 hour. Yields the product ClCC(=O)C1=C2C=CC(NC2=C(C=C1)O)=O (5-chloroacetyl-8-hydroxycarbostyril). RXN SMILES: [OH:1][C:2]1[CH:3]=[CH:4][CH:5]=[C:6]2[C:11]=1[NH:10][C:9](=[O:12])[CH:8]=[CH:7]2.[Cl:13][CH2:14][C:15](Cl)=[O:16].[Cl-].[Al+3].[Cl-].[Cl-].[N+](C1C=CC=CC=1)([O-])=O>Cl>[Cl:13][CH2:14][C:15]([C:5]1[CH:4]=[CH:3][C:2]([OH:1])=[C:11]2[C:6]=1[CH:7]=[CH:8][C:9](=[O:12])[NH:10]2)=[O:16] |f:2.3.4.5|. Procedure: To a solution of 8-hydroxycarbostyril (27 g) and chloroacetyl chloride (37 ml) in ntirobenzene (250 ml) was added aluminum chloride (85 g) portionwise and the mixture was stirred at 70° C. for 20 hours. After adding 10% hydrochloric acid (500 ml), nitrobenzene was removed by steam distillation. After cooling, crystals which formed were collected by filtration, washed with 300 ml of hot water and recrystallized from methanol to give 4.0 g of 5-chloroacetyl-8-hydroxycarbostyril. The reactants are ClCCl, Cl, O=C1CCC(=O)C12CCNC(Cc1ccc(F)c(F)c1)C2, [Na+], [OH-]. Yields the product O=C1CCNC(Cc2ccc(F)c(F)c2)C1. As a reaction SMILES: [Cl:22][CH2:23][Cl:24].[ClH:27].[F:1][c:2]1[cH:3][c:4]([CH2:9][CH:10]2[CH2:11][C:12]3([C:13](=[O:14])[CH2:15][CH2:16][C:17]3=[O:18])[CH2:19][CH2:20][NH:21]2)[cH:5][cH:6][c:7]1[F:8].[Na+:26].[OH-:25]>>[F:1][c:2]1[cH:3][c:4]([CH2:9][CH:10]2[CH2:11][C:12](=[O:25])[CH2:19][CH2:20][NH:21]2)[cH:5][cH:6][c:7]1[F:8].